This data is from the Open Reaction Database (ORD), a public repository of structured organic reaction records. The task is: describe an organic reaction: reactants, conditions, products, and yield Starting materials: C1(=CC=CC=C1)C(C1=CC=CC=C1)OC(=O)C1=CCS[C@H]2N1C([C@H]2N)=O (7β-amino-3-cephem-4-carboxylic acid diphenylmethyl ester), ClCC(=O)NC=1SC(=C(N1)C(C(=O)O)=NOC)Cl (2-(2-chloroacetamido-5-chloro-4-thiazolyl)-2-methoxyiminoacetic acid), N,N-dicyclohexylcarbodiimide. Run in ClCCl (dichloromethane). Reaction conditions: time 30 minute. Yields the product C1(=CC=CC=C1)C(C1=CC=CC=C1)OC(=O)C1=CCS[C@H]2N1C([C@H]2NC(C(C=2N=C(SC2Cl)NC(CCl)=O)=NOC)=O)=O (7β-[2-methoxyimino-2-(2-chloroacetamido-5-chloro-4-thiazolyl)acetamido]-3-cephem-4-carboxylic acid diphenylmethyl ester). The yield is 75.1%. Reaction SMILES: [C:1]1([CH:7]([O:14][C:15]([C:17]2[N:22]3[C:23](=[O:26])[C@@H:24]([NH2:25])[C@H:21]3[S:20][CH2:19][CH:18]=2)=[O:16])[C:8]2[CH:13]=[CH:12][CH:11]=[CH:10][CH:9]=2)[CH:6]=[CH:5][CH:4]=[CH:3][CH:2]=1.[Cl:27][CH2:28][C:29]([NH:31][C:32]1[S:33][C:34]([Cl:44])=[C:35]([C:37](=[N:41][O:42][CH3:43])[C:38](O)=[O:39])[N:36]=1)=[O:30]>ClCCl>[C:1]1([CH:7]([O:14][C:15]([C:17]2[N:22]3[C:23](=[O:26])[C@@H:24]([NH:25][C:38](=[O:39])[C:37](=[N:41][O:42][CH3:43])[C:35]4[N:36]=[C:32]([NH:31][C:29](=[O:30])[CH2:28][Cl:27])[S:33][C:34]=4[Cl:44])[C@H:21]3[S:20][CH2:19][CH:18]=2)=[O:16])[C:8]2[CH:9]=[CH:10][CH:11]=[CH:12][CH:13]=2)[CH:6]=[CH:5][CH:4]=[CH:3][CH:2]=1. Procedure details: To a solution of 7β-amino-3-cephem-4-carboxylic acid diphenylmethyl ester (1.10 g) in dichloromethane (120 ml) are added a solution of 2-(2-chloroacetamido-5-chloro-4-thiazolyl)-2-methoxyiminoacetic acid (1.20 g) and N,N-dicyclohexylcarbodiimide (0.80 g), and the mixture is stirred for 30 minutes at room temperature. After concentrating to remove dichloromethane, the obtained residue is treated with a small amount of ethyl acetate and filtered to remove insoluble material. The solution is concen... Reactants: ClC1=CC=C(CNC(=O)C2=CN(C3=CC=C(C=C3C2=O)I)CC(=O)OC(C)(C)C)C=C1 (tert-butyl 2-[3-{[(4-chlorobenzyl)amino]carbonyl}-6-iodo-4-oxo-1(4H)-quinolinyl]acetate), C(C)NCC (diethylamine), C(C#C)O (propargyl alcohol). The reagents and catalysts are [Cu]I (copper (I) iodide), Cl[Pd]([P](C1=CC=CC=C1)(C2=CC=CC=C2)C3=CC=CC=C3)([P](C4=CC=CC=C4)(C5=CC=CC=C5)C6=CC=CC=C6)Cl (dichlorobis(triphenylphosphine)palladium). Run in CN(C)C=O (DMF). Run at time 8 hour. Product: ClC1=CC=C(CNC(=O)C2=CN(C3=CC=C(C=C3C2=O)C#CCO)CC(=O)OC(C)(C)C)C=C1 (tert-Butyl 2-[3-{[(4-chlorobenzyl)amino]carbonyl}-6-(3-hydroxy-1-propynyl)-4-oxo-1(4H)-quinolinyl]acetate). Reaction SMILES: [Cl:1][C:2]1[CH:31]=[CH:30][C:5]([CH2:6][NH:7][C:8]([C:10]2[C:19](=[O:20])[C:18]3[C:13](=[CH:14][CH:15]=[C:16](I)[CH:17]=3)[N:12]([CH2:22][C:23]([O:25][C:26]([CH3:29])([CH3:28])[CH3:27])=[O:24])[CH:11]=2)=[O:9])=[CH:4][CH:3]=1.C(NCC)C.[CH2:37]([OH:40])[C:38]#[CH:39]>CN(C=O)C.[Cu]I.Cl[Pd](Cl)([P](C1C=CC=CC=1)(C1C=CC=CC=1)C1C=CC=CC=1)[P](C1C=CC=CC=1)(C1C=CC=CC=1)C1C=CC=CC=1>[Cl:1][C:2]1[CH:31]=[CH:30][C:5]([CH2:6][NH:7][C:8]([C:10]2[C:19](=[O:20])[C:18]3[C:13](=[CH:14][CH:15]=[C:16]([C:39]#[C:38][CH2:37][OH:40])[CH:17]=3)[N:12]([CH2:22][C:23]([O:25][C:26]([CH3:29])([CH3:28])[CH3:27])=[O:24])[CH:11]=2)=[O:9])=[CH:4][CH:3]=1 |^1:50,69|. Reported procedure: To a dry flask under an atmosphere of argon gas containing 0.23 g of tert-butyl 2-[3-{[(4-chlorobenzyl)amino]carbonyl}-6-iodo-4-oxo-1(4H)-quinolinyl]acetate from Preparation No. 26, 0.01 g of copper (I) iodide and 0.03 g of dichlorobis(triphenylphosphine)palladium (II) is added diethylamine (2.0 mL) and propargyl alcohol (0.03 mL). After 1 hour the reaction is diluted with DMF (1.0 mL) and left to stir overnight. The reaction is concentrated under reduced pressure, diluted with dichloromethane c... The reactants are C(CO)O (ethylene glycol), O.C1(=CC=C(C=C1)S(=O)(=O)O)C (p-toluenesulfonic acid monohydrate), CC1(CCC(C2=CC(=CC=C12)C(C)=O)=O)C (3,4-dihydro-4,4-dimethyl-7-acetyl-naphthalen-1(2H)-one), CC1(CCC(C2=CC=C(C=C12)C(C)=O)=O)C (3,4-dihydro-4,4-dimethyl-6-acetyl-naphthalen-1(2H)-one). Solvent: C1=CC=CC=C1 (benzene). Yields the product CC1(OCCO1)C=1C=C2C(CCC(C2=CC1)=O)(C)C (6-(2-methyl-1,3-dioxolan-2-yl)-3,4-dihydro-4,4-dimethylnaphthalen-1(2H)-one), EtOAc-hexanes. Isolated yield 10.0%. Reaction SMILES: CC1(C)C2C(=C[C:8]([C:12](=[O:14])C)=CC=2)C(=O)CC1.[CH3:17][C:18]1([CH3:32])[C:27]2[C:22](=[CH:23][CH:24]=[C:25]([C:28](=[O:30])[CH3:29])[CH:26]=2)[C:21](=[O:31])[CH2:20][CH2:19]1.C(O)CO.O.C1(C)C=CC(S(O)(=O)=O)=CC=1>C1C=CC=CC=1>[CH3:29][C:28]1([C:25]2[CH:26]=[C:27]3[C:22](=[CH:23][CH:24]=2)[C:21](=[O:31])[CH2:20][CH2:19][C:18]3([CH3:32])[CH3:17])[O:14][CH2:12][CH2:8][O:30]1 |f:3.4|. Reported procedure: A solution of 1.80 g (8.34 mmol) of a 1:5 mixture of 3,4-dihydro-4,4-dimethyl-7-acetyl-naphthalen-1(2H)-one (Compound D14a); and 3,4-dihydro-4,4-dimethyl-6-acetyl-naphthalen-1(2H)-one (Compound D14b) in 50 mL benzene was combined with 517.7 mg (8.34 mmol) of ethylene glycol and 20.0 mg (0.11 mmol) of p-toluenesulfonic acid monohydrate. The resulting solution was heated to reflux for 18 h, cooled to room temperature, and concentrated under reduced pressure. The title compound was isolated by colu... The reactants are COC(=O)C(=O)c1ccc(OCCCc2ccc3ccccc3c2)cc1, CO, [Na+], [OH-]. Yields the product O=C(O)C(=O)c1ccc(OCCCc2ccc3ccccc3c2)cc1. As a reaction SMILES: [CH3:1][O:2][C:3]([C:4]([c:5]1[cH:6][cH:7][c:8]([O:11][CH2:12][CH2:13][CH2:14][c:15]2[cH:16][c:17]3[cH:18][cH:19][cH:20][cH:21][c:22]3[cH:23][cH:24]2)[cH:9][cH:10]1)=[O:25])=[O:26].[CH3:27][OH:28].[Na+:30].[OH-:29]>>[O:2]=[C:3]([C:4]([c:5]1[cH:6][cH:7][c:8]([O:11][CH2:12][CH2:13][CH2:14][c:15]2[cH:16][c:17]3[cH:18][cH:19][cH:20][cH:21][c:22]3[cH:23][cH:24]2)[cH:9][cH:10]1)=[O:25])[OH:26]. Reactants: C(C)(C)C1=C(C=CC=C1)C(C)C (diisopropylbenzene), B(F)(F)F (boron trifluoride). The solvent is F (hydrogen fluoride). Conditions: time 30 minute. The product is C1(=CC=CC=C1)C(C)C (Cumene), C(C)(C)C1=CC(=CC(=C1)C(C)C)C(C)C (1,3,5-triisopropylbenzene). As a reaction SMILES: [CH:1]([C:4]1[CH:9]=[CH:8][CH:7]=[CH:6][C:5]=1[CH:10]([CH3:12])[CH3:11])([CH3:3])[CH3:2].B(F)(F)F>F>[C:4]1([CH:1]([CH3:3])[CH3:2])[CH:9]=[CH:8][CH:7]=[CH:6][CH:5]=1.[CH:10]([C:5]1[CH:4]=[C:9]([CH:1]([CH3:3])[CH3:2])[CH:8]=[C:7]([CH:4]([CH3:9])[CH3:5])[CH:6]=1)([CH3:11])[CH3:12]. Procedure: A commercial mixture of 16 g (0.1 mol) diisopropylbenzene containing about 60% of the para and 40% of the ortho isomer, is dissolved in 150 ml of anhydrous hydrogen fluoride. The reaction mixture is cooled to -20 to 0° and saturated, while stirred, with boron trifluoride. After stirring at this temperature for 30 min., the temperature is raised and HF and BF3 is distilled off, (which can be reused). After washing, neutralization and drying, the organic layer is separated, distilled and analyzed ... The reactants are FC(C(=O)O)(F)F.N1=CC(=CC=C1)C=1N=C(NC1)SCC(=O)O ((4-(Pyridin-3-yl)-1H-imidazol-2-ylsulfanyl)-acetic acid trifluoroacetic acid salt), N1CCCCC1 (piperidine), [B-](F)(F)(F)F.CCOC(=O)C(=NOC(=[N+](C)C)N(C)C)C#N (TOTU). The solvent is CN(C)C=O (DMF). Product: FC(C(=O)O)(F)F.N1(CCCCC1)C(CSC=1NC=C(N1)C=1C=NC=CC1)=O (1-(Piperidin-1-yl)-2-(4-(pyridin-3-yl)-1H-imidazol-2-ylsulfanyl)-ethanone trifluoroacetic acid salt). As a reaction SMILES: [F:1][C:2]([F:7])([F:6])[C:3]([OH:5])=[O:4].[N:8]1[CH:13]=[CH:12][CH:11]=[C:10]([C:14]2[N:15]=[C:16]([S:19][CH2:20][C:21]([OH:23])=O)[NH:17][CH:18]=2)[CH:9]=1.[NH:24]1[CH2:29][CH2:28][CH2:27][CH2:26][CH2:25]1.[B-](F)(F)(F)F.CCOC(C(C#N)=NOC(N(C)C)=[N+](C)C)=O>CN(C=O)C>[F:1][C:2]([F:7])([F:6])[C:3]([OH:5])=[O:4].[N:24]1([C:21](=[O:23])[CH2:20][S:19][C:16]2[NH:17][CH:18]=[C:14]([C:10]3[CH:9]=[N:8][CH:13]=[CH:12][CH:11]=3)[N:15]=2)[CH2:29][CH2:28][CH2:27][CH2:26][CH2:25]1 |f:0.1,3.4,6.7|. Procedure details: 32 mg (0.069 mmol) of (4-(pyridin-3-yl)-1H-imidazol-2-ylsulfanyl)-acetic acid trifluoroacetic acid salt from step (b), 8.8 mg (0.1 mmol) of piperidine, 24.9 mg (0.076 mmol) TOTU and 15.9 mg (0.138 mmol) NEM in 4 ml of DMF were stirred at room temperature for 4 h. After evaporation, water and dichloromethane were added, the organic phase was separated, washed with water, dried, evaporated, and the product was purified by RP18 chromatography. Yield: 7 mg. Starting materials: [OH-].[Na+] (NaOH), C(C)OC([C@@H](CN=[N+]=[N-])OC)OCC (3-azido-2(R)-methoxy-propanal diethyl acetal), C(C)OC([C@@H](CN=[N+]=[N-])O)OCC (3-azido-2(R)-hydroxy-propanal diethyl acetal), C([C@@H]1[C@H]([C@@H]([C@@](O1)(COP(=O)(O)O)O)O)O)OP(=O)(O)O (Fructose-1,6-diphosphate), C(C(=O)COP(=O)(O)O)O (DHAP), Cl (HCl). Solvent: O (water). Reaction conditions: temperature 50 celsius. The product is N(=[N+]=[N-])C[C@@H]([C@@H]([C@@H](C(CO)=O)O)O)OC ((35,4R,5S)-6-azido-5-methoxy-1,3,4-trihydroxyhexan-2-one). The yield is 91.2%. As a reaction SMILES: C(O[CH:4]([O:12]CC)[C@H:5]([O:10][CH3:11])[CH2:6][N:7]=[N+:8]=[N-:9])C.C(OC(OCC)[C@H](O)CN=[N+]=[N-])C.[CH2:28]([OH:37])[C:29]([CH2:31][O:32]P(O)(O)=O)=[O:30].[OH-].[Na+].C(OP(O)(O)=O)[C@H]1O[C@@](O)(COP(O)(O)=O)[C@@H](O)[C@@H]1O.Cl>O>[N:7]([CH2:6][C@H:5]([O:10][CH3:11])[C@H:4]([OH:12])[C@H:28]([OH:37])[C:29](=[O:30])[CH2:31][OH:32])=[N+:8]=[N-:9] |f:3.4|. Procedure: A solution of 3-azido-2(R)-methoxy-propanal diethyl acetal 24 (934 mg, 4.6 mmol) prepared by methylation of 3-azido-2(R)-hydroxy-propanal diethyl acetal obtained enzymatically; von der Osten, C. H.; Barbas, C. F.; Wong, C. H.; Pederson, R. L.; Sinskey, A. J.; Wang, Y. F. J. Am. Chem. Soc. 1989, 111, 3924) was dissolved in water (5 mL) and Dowex 50W-X8 (H+ form, 200-400 mesh) was added until pH <2. The mixture was heated at 50° C. for 8 hours, then the resin was filtered off and washed with a min...